The task is: describe an organic reaction: reactants, conditions, products, and yield. This data is from the Open Reaction Database (ORD), a public repository of structured organic reaction records. Starting materials: CCOC(=O)C(=O)Nc1cc(C)c(Oc2ccc(O)c(S(=O)(=O)c3ccc(F)cc3)c2)c(C)c1, CCO, [Na+], [OH-]. The product is Cc1cc(NC(=O)C(=O)O)cc(C)c1Oc1ccc(O)c(S(=O)(=O)c2ccc(F)cc2)c1. Reaction SMILES: [CH2:1]([CH3:2])[O:3][C:4]([C:5](=[O:6])[NH:7][c:8]1[cH:9][c:10]([CH3:33])[c:11]([O:15][c:16]2[cH:17][c:18]([S:23](=[O:24])(=[O:25])[c:26]3[cH:27][cH:28][c:29]([F:32])[cH:30][cH:31]3)[c:19]([OH:22])[cH:20][cH:21]2)[c:12]([CH3:14])[cH:13]1)=[O:34].[CH3:37][CH2:38][OH:39].[Na+:36].[OH-:35]>>[O:3]=[C:4]([C:5](=[O:6])[NH:7][c:8]1[cH:9][c:10]([CH3:33])[c:11]([O:15][c:16]2[cH:17][c:18]([S:23](=[O:24])(=[O:25])[c:26]3[cH:27][cH:28][c:29]([F:32])[cH:30][cH:31]3)[c:19]([OH:22])[cH:20][cH:21]2)[c:12]([CH3:14])[cH:13]1)[OH:34]. The reactants are BrC=1C=NC=2N(C1)N=C(C2)C(=O)O (6-bromo-pyrazolo[1,5-a]pyrimidine-2-carboxylic acid), CC1NCCC2=CC=C(C=C12)C=1OC(=CC1)C (1-Methyl-7-(5-methyl-furan-2-yl)-1,2,3,4-tetrahydro-isoquinoline). The product is BrC=1C=NC=2N(C1)N=C(C2)C(=O)N2C(C1=CC(=CC=C1CC2)C=2OC(=CC2)C)C ((6-Bromo-pyrazolo[1,5-a]pyrimidin-2-yl)-[1-methyl-7-(5-methyl-furan-2-yl)-3,4-dihydro-1H-isoquinolin-2-yl]-methanone). As a reaction SMILES: [Br:1][C:2]1[CH:3]=[N:4][C:5]2[N:6]([N:8]=[C:9]([C:11]([OH:13])=O)[CH:10]=2)[CH:7]=1.[CH3:14][CH:15]1[C:24]2[C:19](=[CH:20][CH:21]=[C:22]([C:25]3[O:26][C:27]([CH3:30])=[CH:28][CH:29]=3)[CH:23]=2)[CH2:18][CH2:17][NH:16]1>>[Br:1][C:2]1[CH:3]=[N:4][C:5]2[N:6]([N:8]=[C:9]([C:11]([N:16]3[CH2:17][CH2:18][C:19]4[C:24](=[CH:23][C:22]([C:25]5[O:26][C:27]([CH3:30])=[CH:28][CH:29]=5)=[CH:21][CH:20]=4)[CH:15]3[CH3:14])=[O:13])[CH:10]=2)[CH:7]=1. Procedure details: In close analogy to the procedure described in Example 1, 6-bromo-pyrazolo[1,5-a]pyrimidine-2-carboxylic acid is reacted with 1-Methyl-7-(5-methyl-furan-2-yl)-1,2,3,4-tetrahydro-isoquinoline to provide the title compound in moderate yield. The reactants are B.CSC (borane dimethyl sulphide), C(C)(=O)[C-]1C=CC=C1.[C-]1(C=CC=C1)C(C)=O.[Fe+2] (1,1'-diacetylferrocene), ice water. The reagents and catalysts are catalyst. Solvent: O1CCCC1 (tetrahydrofuran). Conditions: time 1 hour. Product: O[C@H](C)[C-]1C=CC=C1.[C-]1(C=CC=C1)[C@@H](C)O.[Fe+2] ((R,R)-1,1'-bis(1-hydroxyethyl)ferrocene). RXN SMILES: B.CSC.[C:5]([C-:8]1[CH:12]=[CH:11][CH:10]=[CH:9]1)(=[O:7])[CH3:6].[C-:13]1([C:18](=[O:20])[CH3:19])[CH:17]=[CH:16][CH:15]=[CH:14]1.[Fe+2:21]>O1CCCC1>[OH:7][C@@H:5]([C-:8]1[CH:12]=[CH:11][CH:10]=[CH:9]1)[CH3:6].[C-:13]1([C@H:18]([OH:20])[CH3:19])[CH:17]=[CH:16][CH:15]=[CH:14]1.[Fe+2:21] |f:0.1,2.3.4,6.7.8|. Procedure: 11.5 ml (115 mmol) of borane-dimethyl sulphide adduct were added dropwise at 20° C. to a solution of 30.0 g (111 mmol) of 1,1'-diacetylferrocene and 13.5 ml (13.5 mmol, 0.12 eq) of catalyst (S)-III (R6 =CH3) in 200 ml of tetrahydrofuran over a period of 45 minutes. After 1 hour at 20°-25° C., the reaction mixture was poured while stirring vigorously onto about 600 ml of ice/water and stirred for 0.5 hour. The aqueous phase was subsequently extracted three times with 200 ml each time of tert-buty... Reactants: [Al+3], C1CCOC1, COC(=O)c1ncn(-c2ncc(OC)c3cc[nH]c23)n1, [H-], [H-], [H-], [H-], [Li+]. Yields the product COc1cnc(-n2cnc(CO)n2)c2[nH]ccc12. Reaction SMILES: [Al+3:22].[CH2:27]1[O:28][CH2:29][CH2:30][CH2:31]1.[CH3:1][O:2][c:3]1[c:4]2[c:5]([c:6](-[n:9]3[n:10][c:11]([C:14](=[O:15])[O:16][CH3:17])[n:12][cH:13]3)[n:7][cH:8]1)[nH:18][cH:19][cH:20]2.[H-:21].[H-:24].[H-:25].[H-:26].[Li+:23]>>[CH3:1][O:2][c:3]1[c:4]2[c:5]([c:6](-[n:9]3[n:10][c:11]([CH2:14][OH:15])[n:12][cH:13]3)[n:7][cH:8]1)[nH:18][cH:19][cH:20]2.